This data is from the Open Reaction Database (ORD), a public repository of structured organic reaction records. The task is: describe an organic reaction: reactants, conditions, products, and yield Reactants: OCCOC1=C(C(=NC=C1)CO)C (4-(2-hydroxyethoxy)-2-hydroxymethyl-3-methylpyridine), S(=O)(Cl)Cl (thionyl chloride). The solvent is ClCCl (dichloromethane). Conditions: time 2 hour. Product: ClCC1=NC=CC(=C1C)OCCO (2-chloromethyl-4-(2-hydroxyethoxy)-3-methylpyridine). Reaction SMILES: [OH:1][CH2:2][CH2:3][O:4][C:5]1[CH:10]=[CH:9][N:8]=[C:7]([CH2:11]O)[C:6]=1[CH3:13].S(Cl)([Cl:16])=O>ClCCl>[Cl:16][CH2:11][C:7]1[C:6]([CH3:13])=[C:5]([O:4][CH2:3][CH2:2][OH:1])[CH:10]=[CH:9][N:8]=1. Reported procedure: 11.9 g of the 4-(2-hydroxyethoxy)-2-hydroxymethyl-3-methylpyridine prepared above was dissolved in 200 ml of dichloromethane to obtain a solution. 24 ml of thionyl chloride was dropwise added to this solution at 0° C. The obtained mixture was stirred at a room temperature for 2 hours and distilled under a reduced pressure to remove the dichloromethane and excess thionyl chloride. A saturated aqueous solution of sodium hydrogencarbonate was added to the residue to obtain a mixture. This mixture w... Reactants: O=CC(Cl)=C(Cl)C(=O)O, c1ccccc1, c1ccc2[nH]ccc2c1. Product: O=C1OC(c2c[nH]c3ccccc23)C(Cl)=C1Cl. As a reaction SMILES: [C:1]([C:2]([Cl:3])=[C:4]([Cl:5])[CH:6]=[O:7])(=[O:8])[OH:9].[cH:19]1[cH:20][cH:21][cH:22][cH:23][cH:24]1.[nH:10]1[cH:11][cH:12][c:13]2[cH:14][cH:15][cH:16][cH:17][c:18]12>>[C:1]1(=[O:8])[C:2]([Cl:3])=[C:4]([Cl:5])[CH:6]([c:12]2[cH:11][nH:10][c:18]3[c:13]2[cH:14][cH:15][cH:16][cH:17]3)[O:9]1. Conditions: time 20 hour. Procedure details: To a cold (0° C.) solution of cyclododecanone oxime (7.89 g, 0.04 mol) in dry pyridine (30 ml) is added cyanuric chloride (1.84 g, 0.01 mol). An exothermic reaction occurs and the temperature rises to 20° C. The solution is then stirred 20 h at room temperature and then poured into 300 ml of ice-cold water. The precipitated solid is filtered off and chromatographed (silica gel, CH2Cl2—C2H5O(CO)CH3 95:5). The pure fraction is recrystallized from ethylacetate-hexane to afford 2.36 g of the title c... The reactants are C1(CCCCCCCCCCC1)=NO (cyclododecanone oxime), N1=C(Cl)N=C(Cl)N=C1Cl (cyanuric chloride), ice. As a reaction SMILES: [C:1]1(=[N:13][OH:14])[CH2:12][CH2:11][CH2:10][CH2:9][CH2:8][CH2:7][CH2:6][CH2:5][CH2:4][CH2:3][CH2:2]1.[N:15]1[C:22](Cl)=[N:21][C:19](Cl)=[N:18][C:16]=1Cl>N1C=CC=CC=1>[C:1]1(=[N:13][O:14][C:16]2[N:18]=[C:19]([O:14][N:13]=[C:1]3[CH2:12][CH2:11][CH2:10][CH2:9][CH2:8][CH2:7][CH2:6][CH2:5][CH2:4][CH2:3][CH2:2]3)[N:21]=[C:22]([O:14][N:13]=[C:1]3[CH2:12][CH2:11][CH2:10][CH2:9][CH2:8][CH2:7][CH2:6][CH2:5][CH2:4][CH2:3][CH2:2]3)[N:15]=2)[CH2:12][CH2:11][CH2:10][CH2:9][CH2:8][CH2:7][CH2:6][CH2:5][CH2:4][CH2:3][CH2:2]1. Run in N1=CC=CC=C1 (pyridine). The product is C1(CCCCCCCCCCC1)=NOC1=NC(=NC(=N1)ON=C1CCCCCCCCCCC1)ON=C1CCCCCCCCCCC1 (N-[[4,6-bis[(cyclododecylideneamino)oxy]-1,3,5-triazin-2-yl]oxy]cyclododecanimine). The yield is 35.4%. Reactants: ClC=1C=C(C=C(C1)Cl)N1C(N2CCCC2C1=O)=O (3-(3,5-dichlorophenyl)-1,3-diazabicyclo[3.3.0]octane-2,4-dione), [Li+].CC(C)[N-]C(C)C (LDA), C(#N)C1=CC=C(C=O)C=C1 (4-cyanobenzaldehyde), [Li]CCCC (n-BuLi), C(C)(C)NC(C)C (diisopropylamine), Cl (HCl). The solvent is C1CCOC1 (THF). Conditions: temperature -78 celsius, time 30 minute. Yields the product C(#N)C1=CC=C(C(O)C23C(N(C(N3CCC2)=O)C2=CC(=CC(=C2)Cl)Cl)=O)C=C1 (5-(4-Cyano-α-hydroxybenzyl)-3-(3,5-dichlorophenyl)1,3-diazabicyclo[3.3.0]octane-2,4-dione). Yield: 66.9%. Reaction SMILES: [Cl:1][C:2]1[CH:3]=[C:4]([N:9]2[C:16](=[O:17])[CH:15]3[N:11]([CH2:12][CH2:13][CH2:14]3)[C:10]2=[O:18])[CH:5]=[C:6]([Cl:8])[CH:7]=1.[Li+].CC([N-]C(C)C)C.[Li]CCCC.C(NC(C)C)(C)C.[C:39]([C:41]1[CH:48]=[CH:47][C:44]([CH:45]=[O:46])=[CH:43][CH:42]=1)#[N:40].Cl>C1COCC1>[C:39]([C:41]1[CH:48]=[CH:47][C:44]([CH:45]([C:15]23[CH2:14][CH2:13][CH2:12][N:11]2[C:10](=[O:18])[N:9]([C:4]2[CH:5]=[C:6]([Cl:8])[CH:7]=[C:2]([Cl:1])[CH:3]=2)[C:16]3=[O:17])[OH:46])=[CH:43][CH:42]=1)#[N:40] |f:1.2|. Procedure: To a solution of 3-(3,5-dichlorophenyl)-1,3-diazabicyclo[3.3.0]octane-2,4-dione, (5.63 g) in anhydrous THF (20 mL) at −78° C. was added LDA prepared from n-BuLi (13.6 mL) and diisopropylamine (3.33 mL). The reaction mixture was stirred at −78° C. for 30 minutes then at 0° C. for 1 hour. To this mixture was added in one portion 4-cyanobenzaldehyde (3.64 g). The reaction mixture was allowed to warm to room temperature for 3 hours then poured onto 1 N HCl (50 mL). The mixture was extracted with EtO...